From a dataset of the Open Reaction Database (ORD), a public repository of structured organic reaction records. describe an organic reaction: reactants, conditions, products, and yield The reactants are C(CCC)[Li] (n-Butyllithium), ClC1=C(NC(=C1)C=O)C(=O)OC (methyl 3-chloro-5-formyl-1H-pyrrole-2-carboxylate). The reagents and catalysts are [Br-].C[P+](C1=CC=CC=C1)(C1=CC=CC=C1)C1=CC=CC=C1 (methyl(triphenyl)phosphonium bromide). The solvent is C1CCOC1 (THF), C1CCOC1 (THF). Reaction conditions: time 20 minute. Product: ClC1=C(NC(=C1)C=C)C(=O)OC (Methyl 3-chloro-5-ethenyl-1H-pyrrole-2-carboxylate). The yield is 40.7%. As a reaction SMILES: [CH2:1]([Li])CCC.[Cl:6][C:7]1[CH:11]=[C:10]([CH:12]=O)[NH:9][C:8]=1[C:14]([O:16][CH3:17])=[O:15]>[Br-].C[P+](C1C=CC=CC=1)(C1C=CC=CC=1)C1C=CC=CC=1.C1COCC1>[Cl:6][C:7]1[CH:11]=[C:10]([CH:12]=[CH2:1])[NH:9][C:8]=1[C:14]([O:16][CH3:17])=[O:15] |f:2.3|. Procedure details: A suspension of methyl(triphenyl)phosphonium bromide (3.97 g, 11.1 mmol) in 20 mL of THF was cooled to −78° C. n-Butyllithium (1.6 M in Hexanes, 6.93 mL, 11.1 mmol) was added and the resulting yellow solution stirred for 20 minutes. A THF solution of methyl 3-chloro-5-formyl-1H-pyrrole-2-carboxylate (0.522 g, 2.78 mmol) was added and the reaction was warmed to RT. The reaction mixture was partitioned between EtOAc and water and the layers were separated. The organic layer was dried over MgSO4, f...